describe an organic reaction: reactants, conditions, products, and yield From a dataset of the Open Reaction Database (ORD), a public repository of structured organic reaction records. Reaction SMILES: [Br:1][C:2]1[CH:24]=[CH:23][C:22]([F:25])=[CH:21][C:3]=1[O:4][CH:5]1[CH2:10][CH2:9][N:8]([C:11]2[N:15]=[C:14]([C:16]3[CH:20]=[CH:19][NH:18][CH:17]=3)[O:13][N:12]=2)[CH2:7][CH2:6]1.[H-].[Na+].Br[CH2:29][C:30]([O:32][CH2:33][CH3:34])=[O:31]>CN(C=O)C>[Br:1][C:2]1[CH:24]=[CH:23][C:22]([F:25])=[CH:21][C:3]=1[O:4][CH:5]1[CH2:10][CH2:9][N:8]([C:11]2[N:15]=[C:14]([C:16]3[CH:20]=[CH:19][N:18]([CH2:29][C:30]([O:32][CH2:33][CH3:34])=[O:31])[CH:17]=3)[O:13][N:12]=2)[CH2:7][CH2:6]1 |f:1.2|. Procedure: To a solution of 4-(2-bromo-5-fluorophenoxy)-1-[5-(1H-pyrrol-3-yl)-1,2,4-oxadiazol-3-yl]piperidine (60 mg, 0.15 mmol) in DMF (491 μL) was added sodium hydride (11.8 mg, 0.3 mmol). After 5 min, ethyl bromoacetate (25 μL, 0.22 mmol) was added and the mixture was heated at 80° C. for 3 h. The mixture was poured onto ice cold 1N HCl (2 mL) and extracted with EtOAc (3×2 mL). The combined organic fractions were washed with water (2 mL) and then dried over Na2SO4. The solvent was evaporated. Purificati... Run at temperature 80 celsius, time 5 minute. The reactants are BrC1=C(OC2CCN(CC2)C2=NOC(=N2)C2=CNC=C2)C=C(C=C1)F (4-(2-bromo-5-fluorophenoxy)-1-[5-(1H-pyrrol-3-yl)-1,2,4-oxadiazol-3-yl]piperidine), [H-].[Na+] (sodium hydride), BrCC(=O)OCC (ethyl bromoacetate). The product is BrC1=C(OC2CCN(CC2)C2=NOC(=N2)C2=CN(C=C2)CC(=O)OCC)C=C(C=C1)F (Ethyl (3-{3-[4-(2-bromo-5-fluorophenoxy)piperidin-1-yl]-1,2,4-oxadiazol-5-yl}-1H-pyrrol-1-yl)acetate). Run in CN(C)C=O (DMF). The reactants are BrC=1C=CC(=NC1)CO ((5-bromopyridin-2-yl)methanol), N(=NC(=O)N1CCCCC1)C(=O)N1CCCCC1 (1,1′-(azodicarbonyl)-dipiperidine), C1(=CC=CC=C1)P(C1=CC=CC=C1)C1=CC=CC=C1 (triphenylphosphine), C1(C=2C(C(N1)=O)=CC=CC2)=O (phthalimide). Solvent: C1CCOC1 (THF). Yields the product BrC=1C=CC(=NC1)CN1C(C2=CC=CC=C2C1=O)=O (2-((5-bromopyridin-2-yl)methyl)isoindoline-1,3-dione). Isolated yield 63.9%. As a reaction SMILES: [Br:1][C:2]1[CH:3]=[CH:4][C:5]([CH2:8]O)=[N:6][CH:7]=1.N(C(N1CCCCC1)=O)=NC(N1CCCCC1)=O.C1(P(C2C=CC=CC=2)C2C=CC=CC=2)C=CC=CC=1.[C:47]1(=[O:57])[NH:51][C:50](=[O:52])[C:49]2=[CH:53][CH:54]=[CH:55][CH:56]=[C:48]12>C1COCC1>[Br:1][C:2]1[CH:3]=[CH:4][C:5]([CH2:8][N:51]2[C:47](=[O:57])[C:48]3[C:49](=[CH:53][CH:54]=[CH:55][CH:56]=3)[C:50]2=[O:52])=[N:6][CH:7]=1. Procedure: A mixture of (5-bromopyridin-2-yl)methanol (1.2 g, 6.38 mmol), 1,1′-(azodicarbonyl)-dipiperidine (2.093 g, 8.30 mmol), triphenylphosphine (2.176 g, 8.30 mmol) and phthalimide (1.221 g, 8.30 mmol) in THF (60 mL) at rt was stirred over the weekend. The reaction mixture was filtered and the filtrate was concentrated to a yellow solid that was triturated with methanol. Filtration and drying afforded 2-((5-bromopyridin-2-yl)methyl)isoindoline-1,3-dione (1.295 g, 4.08 mmol, 64.0% yield) as a colorless...